From a dataset of the Open Reaction Database (ORD), a public repository of structured organic reaction records. describe an organic reaction: reactants, conditions, products, and yield The reactants are N(=NC(=O)OC(C)C)C(=O)OC(C)C (diisopropyl azodicarboxylate), C(C)(C)(C)OC(=O)N1CCC(CC1)N1N=CC(=C1)C1=COC2=C1C=NC(=C2O)[N+](=O)[O-] (4-[4-(7-hydroxy-6-nitrofuro[3,2-c]pyridine-3-yl)-pyrazol-1-yl]-piperidine-1-carboxylic acid tert-butyl ester), ClC1=C(C(=CC=C1)Cl)C(CC)O (1-(2,6-dichlorophenyl)propan-1-ol), C1(=CC=CC=C1)P(C1=CC=CC=C1)C1=CC=CC=C1 (triphenylphosphine). The reagents and catalysts are Cl (HCl), [Fe] (Iron). Run in C1CCOC1 (THF). Run at temperature 50 celsius. The product is ClC1=C(C(=CC=C1)Cl)C(CC)OC=1C2=C(C=NC1N)C(=CO2)C=2C=NN(C2)C2CCNCC2 (7-[1-(2,6-Dichlorophenyl)propoxy]-3-(1-piperidin-4-yl-1H-pyrazol-4-yl)furo[3,2-c]pyridin-6-ylamine). Reaction SMILES: C(OC([N:8]1[CH2:13][CH2:12][CH:11]([N:14]2[CH:18]=[C:17]([C:19]3[C:23]4[CH:24]=[N:25][C:26]([N+:29]([O-])=O)=[C:27](O)[C:22]=4[O:21][CH:20]=3)[CH:16]=[N:15]2)[CH2:10][CH2:9]1)=O)(C)(C)C.[Cl:32][C:33]1[CH:38]=[CH:37][CH:36]=[C:35]([Cl:39])[C:34]=1[CH:40]([OH:43])[CH2:41][CH3:42].C1(P(C2C=CC=CC=2)C2C=CC=CC=2)C=CC=CC=1.N(C(OC(C)C)=O)=NC(OC(C)C)=O>Cl.[Fe].C1COCC1>[Cl:32][C:33]1[CH:38]=[CH:37][CH:36]=[C:35]([Cl:39])[C:34]=1[CH:40]([O:43][C:27]1[C:22]2[O:21][CH:20]=[C:19]([C:17]3[CH:16]=[N:15][N:14]([CH:11]4[CH2:12][CH2:13][NH:8][CH2:9][CH2:10]4)[CH:18]=3)[C:23]=2[CH:24]=[N:25][C:26]=1[NH2:29])[CH2:41][CH3:42]. Procedure: General procedure AA: To a mixture of 4-[4-(7-hydroxy-6-nitrofuro[3,2-c]pyridine-3-yl)-pyrazol-1-yl]-piperidine-1-carboxylic acid tert-butyl ester (20.0 mg, 0.047 mmol), 1-(2,6-dichlorophenyl)propan-1-ol (28.6 mg, 0.14 mmol), triphenylphosphine (24.4 mg, 0.093 mmol) and THF (2 mL) at rt was added diisopropyl azodicarboxylate (37.7 mg, 0.186 mmol) dropwise, and the solution was flushed with nitrogen and heated to 50° C. for 4 h. The solvents were removed in vacuo, and the material was redissolved... Starting materials: CN(C)C=C1CC(NC2=C(C1=O)C=C(C=C2)F)=O (4-[(dimethylamino)methylene]-7-fluoro-3,4-dihydro-1H-benzazepine-2,5-dione), Cl.C1(CC1)C(=N)N (cyclopropanecarboxamidine hydrochloride). Yields the product C1(CC1)C=1N=CC=2CC(NC3=C(C2N1)C=C(C=C3)F)=O (2-Cyclopropyl-10-fluoro-5,7-dihydro-6H-pyrimido[5,4-d][1]benzazepin-6-one). The yield is 88.0%. RXN SMILES: CN([CH:4]=[C:5]1[C:11](=O)[C:10]2[CH:13]=[C:14]([F:17])[CH:15]=[CH:16][C:9]=2[NH:8][C:7](=[O:18])[CH2:6]1)C.Cl.[CH:20]1([C:23]([NH2:25])=[NH:24])[CH2:22][CH2:21]1>>[CH:20]1([C:23]2[N:24]=[CH:4][C:5]3[CH2:6][C:7](=[O:18])[NH:8][C:9]4[CH:16]=[CH:15][C:14]([F:17])=[CH:13][C:10]=4[C:11]=3[N:25]=2)[CH2:22][CH2:21]1 |f:1.2|. Procedure details: Analogous to Scheme 1, from 4-[(dimethylamino)methylene]-7-fluoro-3,4-dihydro-1H-benzazepine-2,5-dione and cyclopropanecarboxamidine hydrochloride. Yield: 88%. The reactants are COC1=CC=C(C=C1)CC(C(C#N)=NNC1=CC=CC=C1)=O (4-(4-methoxyphenyl)-3-oxo-2-(phenylhydrazono)butyronitrile), C(C)O (ethanol), O.NN (hydrazine hydrate), C(C)O (ethanol). Product: COC1=CC=C(CC=2C(C(=NN2)N)=NNC2=CC=CC=C2)C=C1 (5-(4-methoxybenzyl)-4-(phenylhydrazono)-4H-pyrazol-3-ylamine). Yield: 92.0%. Reaction SMILES: CO[C:3]1[CH:8]=[CH:7][C:6]([CH2:9][C:10](=O)[C:11](=[N:14][NH:15][C:16]2[CH:21]=[CH:20][CH:19]=[CH:18][CH:17]=2)[C:12]#[N:13])=[CH:5][CH:4]=1.[OH2:23].[NH2:24][NH2:25].[CH2:26](O)C>>[CH3:26][O:23][C:3]1[CH:8]=[CH:7][C:6]([CH2:9][C:10]2[C:11](=[N:14][NH:15][C:16]3[CH:21]=[CH:20][CH:19]=[CH:18][CH:17]=3)[C:12]([NH2:13])=[N:24][N:25]=2)=[CH:5][CH:4]=1 |f:1.2|. Procedure details: To a warm suspension of 4-(4-methoxyphenyl)-3-oxo-2-(phenylhydrazono)butyronitrile (1 g, 3.4 mmol) in ethanol was slowly added a solution of hydrazine hydrate (204 mg, 4.08 mmol) in 10 mL of ethanol. The solution was heated to reflux and a brownish clear solution was obtained. After 2 hours of reflux, the solvent was removed in vacuo. The obtained oil was dissolved with minimum amount of isopropanol, and a yellow powder was precipitated by the addition of water. The title compound was isolated b...